This data is from the Open Reaction Database (ORD), a public repository of structured organic reaction records. The task is: describe an organic reaction: reactants, conditions, products, and yield Yields the product CC(C)C(CN1CCCC1)C(=O)c1cc(-c2ccccc2)no1. Reaction SMILES: [ClH:18].[NH:19]1[CH2:20][CH2:21][CH2:22][CH2:23][CH2:24]1.[c:1]1(-[c:7]2[n:8][o:9][c:10]([C:12]([CH2:13][CH:14]([CH3:15])[CH3:16])=[O:17])[cH:11]2)[cH:2][cH:3][cH:4][cH:5][cH:6]1>>[c:1]1(-[c:7]2[n:8][o:9][c:10]([C:12]([CH:13]([CH:14]([CH3:15])[CH3:16])[CH2:24][N:19]3[CH2:20][CH2:21][CH2:22][CH2:23]3)=[O:17])[cH:11]2)[cH:2][cH:3][cH:4][cH:5][cH:6]1. Reactants: Cl, C1CCNCC1, CC(C)CC(=O)c1cc(-c2ccccc2)no1. The reactants are Cc1c2n(c3ccccc13)C(=O)C(Cc1ncn(S(=O)(=O)N(C)C)c1C)CC2, CCO, Cl. The product is Cc1[nH]cnc1CC1CCc2c(C)c3ccccc3n2C1=O. RXN SMILES: [CH3:1][c:2]1[c:3]2[n:4]([c:5]3[cH:6][cH:7][cH:8][cH:9][c:10]13)[C:11](=[O:28])[CH:12]([CH2:15][c:16]1[n:17][cH:18][n:19]([S:22](=[O:23])(=[O:24])[N:25]([CH3:26])[CH3:27])[c:20]1[CH3:21])[CH2:13][CH2:14]2.[CH3:30][CH2:31][OH:32].[ClH:29]>>[CH3:1][c:2]1[c:3]2[n:4]([c:5]3[cH:6][cH:7][cH:8][cH:9][c:10]13)[C:11](=[O:28])[CH:12]([CH2:15][c:16]1[n:17][cH:18][nH:19][c:20]1[CH3:21])[CH2:13][CH2:14]2.